This data is from the Open Reaction Database (ORD), a public repository of structured organic reaction records. The task is: describe an organic reaction: reactants, conditions, products, and yield The reactants are NC=1C(=C(OC[C@@H]2CN(CCC2)C(=O)OC(C)(C)C)C=CC1)C#N ((S)-tert-butyl 3-((3-amino-2-cyanophenoxy)methyl)piperidine-1-carboxylate), N1=CC=CC=C1 (pyridine), S(N)(=O)(=O)Cl (sulfamoyl chloride), C(=O)(O)[O-].[Na+] (NaHCO3), [OH-].[Na+] (NaOH), Cl (HCl). As a reaction SMILES: [NH2:1][C:2]1[C:3]([C:23]#[N:24])=[C:4]([CH:20]=[CH:21][CH:22]=1)[O:5][CH2:6][C@H:7]1[CH2:12][CH2:11][CH2:10][N:9]([C:13]([O:15][C:16]([CH3:19])([CH3:18])[CH3:17])=[O:14])[CH2:8]1.N1C=CC=CC=1.[S:31](Cl)(=[O:34])(=[O:33])[NH2:32].C([O-])(O)=O.[Na+].[OH-].[Na+].Cl>CC(N(C)C)=O.CCO.O>[NH2:24][C:23]1[C:3]2[C:4]([O:5][CH2:6][C@H:7]3[CH2:12][CH2:11][CH2:10][N:9]([C:13]([O:15][C:16]([CH3:19])([CH3:17])[CH3:18])=[O:14])[CH2:8]3)=[CH:20][CH:21]=[CH:22][C:2]=2[NH:1][S:31](=[O:34])(=[O:33])[N:32]=1 |f:3.4,5.6|. Procedure details: To a solution of (S)-tert-butyl 3-((3-amino-2-cyanophenoxy)methyl)piperidine-1-carboxylate (Example 2c, 11.0 g, 33.2 mmol) in DMA (100 mL) was added pyridine (13.4 mL, 166 mmol) and sulfamoyl chloride (7.64 g, 66.4 mmol) in small portions. The mixture was stirred at room temperature under nitrogen for 1 hour until the reaction was complete according to LCMS. Saturated NaHCO3 was added until the mixture was neutral and the solution was extracted with EtOAc (3×). The combined organics were dried o... The solvent is CC(=O)N(C)C (DMA), O (Water), CCO (EtOH). The product is NC=1C2=C(NS(N1)(=O)=O)C=CC=C2OC[C@@H]2CN(CCC2)C(=O)OC(C)(C)C ((S)-tert-butyl 3-(((4-amino-2,2-dioxido-1H-benzo[c][1,2,6]thiadiazin-5-yl)oxy)methyl)piperidine-1-carboxylate). Run at time 1 hour. Starting materials: CN1CCC(CC1)CCCO (3-(1-methylpiperidin-4-yl)propan-1-ol), [H-].[Na+] (sodium hydride), [H-].[Na+] (sodium hydride), BrC=1C=C(C=CC1)NC1=NC=NC2=CC(=C(C=C12)[N+](=O)[O-])F (4-[(3-bromophenyl)amino]-7-fluoro-6-nitroquinazoline). Solvent: O1CCCC1 (tetrahydrofuran). Reaction conditions: temperature 65 celsius, time 15 minute. The product is BrC=1C=C(C=CC1)NC1=NC=NC2=CC(=C(C=C12)[N+](=O)[O-])OCCCC1CCN(CC1)C (4-[(3-Bromophenyl)amino]-7-[3-(1-methylpiperidin-4-yl)propyloxy]-6-nitroquinazoline). RXN SMILES: [CH3:1][N:2]1[CH2:7][CH2:6][CH:5]([CH2:8][CH2:9][CH2:10][OH:11])[CH2:4][CH2:3]1.[H-].[Na+].[Br:14][C:15]1[CH:16]=[C:17]([NH:21][C:22]2[C:31]3[C:26](=[CH:27][C:28](F)=[C:29]([N+:32]([O-:34])=[O:33])[CH:30]=3)[N:25]=[CH:24][N:23]=2)[CH:18]=[CH:19][CH:20]=1>O1CCCC1>[Br:14][C:15]1[CH:16]=[C:17]([NH:21][C:22]2[C:31]3[C:26](=[CH:27][C:28]([O:11][CH2:10][CH2:9][CH2:8][CH:5]4[CH2:6][CH2:7][N:2]([CH3:1])[CH2:3][CH2:4]4)=[C:29]([N+:32]([O-:34])=[O:33])[CH:30]=3)[N:25]=[CH:24][N:23]=2)[CH:18]=[CH:19][CH:20]=1 |f:1.2|. Reported procedure: To a solution of 1.45 g of 3-(1-methylpiperidin-4-yl)propan-1-ol in 40 ml of tetrahydrofuran are added 360 mg of sodium hydride. The white suspension formed is stirred for 15 minutes at 65° C., cooled and mixed with 1.45 g of 4-[(3-bromophenyl)amino]-7-fluoro-6-nitroquinazoline, whereupon the mixture suddenly turns dark red. The reaction mixture is stirred first for 10 minutes at ambient temperature, then for 45 minutes at 65° C. As the reaction is not yet complete, a further 150 mg of sodium hy... Reactants: C1CCOC1, COc1cc(N)ncn1, N#Cc1cnc(Cl)s1, Cl, [H-], [Na+], O. Product: COc1cc(Nc2ncc(C#N)s2)ncn1. RXN SMILES: [CH2:22]1[O:23][CH2:24][CH2:25][CH2:26]1.[CH3:3][O:4][c:5]1[cH:6][c:7]([NH2:11])[n:8][cH:9][n:10]1.[Cl:12][c:13]1[s:14][c:15]([C:18]#[N:19])[cH:16][n:17]1.[ClH:20].[H-:1].[Na+:2].[OH2:21]>>[CH3:3][O:4][c:5]1[cH:6][c:7]([NH:11][c:13]2[s:14][c:15]([C:18]#[N:19])[cH:16][n:17]2)[n:8][cH:9][n:10]1. Starting materials: C(C)(C)O.C(=O)=O (isopropanol dry ice), BrN1C(CCC1=O)=O (N-bromosuccinimide), CC1(OC2=CC=C(C=C2C=C1)S(=O)(=O)C1=CC=C(C=C1)C)C (2,2-dimethyl-6-(4-methylphenylsulfonyl)chromene), ice ethyl acetate, CS(=O)C (dimethyl sulfoxide). The solvent is O (water). Run at temperature 20 celsius, time 1 hour. Product: BrC1C(C2=C(OC1(C)C)C=CC(=C2)S(=O)(=O)C2=CC=C(C=C2)C)O (3-Bromo-3,4-dihydro-2,2-dimethyl-6-(4-methylphenylsulfonyl)-2H-benzo[b]pyran-4-ol). Reaction SMILES: [Br:1]N1C(=O)CCC1=O.[CH3:9][C:10]1([CH3:30])[CH:19]=C[C:17]2[C:12](=[CH:13][CH:14]=[C:15]([S:20]([C:23]3[CH:28]=[CH:27][C:26]([CH3:29])=[CH:25][CH:24]=3)(=[O:22])=[O:21])[CH:16]=2)[O:11]1.CS(C)=O.C(O)(C)C.[C:39](=[O:41])=O>O>[Br:1][CH:19]1[C:10]([CH3:30])([CH3:9])[O:11][C:12]2[CH:17]=[CH:16][C:15]([S:20]([C:23]3[CH:28]=[CH:27][C:26]([CH3:29])=[CH:25][CH:24]=3)(=[O:22])=[O:21])=[CH:14][C:13]=2[CH:39]1[OH:41] |f:3.4|. Procedure details: 14.2 g (0.08 mole) of freshly recrystallized N-bromosuccinimide are introduced into 12.6 g (0.04 mole) of 2,2-dimethyl-6-(4-methylphenylsulfonyl)chromene in a solution composed of 70 ml of dimethyl sulfoxide and 1.4 ml of water while cooling (isopropanol/dry ice) at about 15° C. The temperature rises transiently to 27°. It is cooled to 20° C. and, after stirring for one hour, introduced into ice/ethyl acetate. The ethyl acetate phase is washed several times with water and dried over Na2SO4. The ... Starting materials: O=C([O-])O, CS(C)=O, Cc1nnnn1-c1cc(COC2CCCN(CC#CCCl)C2c2ccccc2)cc(C(F)(F)F)c1, [N-]=[N+]=[N-], [Na+], [Na+], O. The product is Cc1nnnn1-c1cc(COC2CCCN(CC#CCN=[N+]=[N-])C2c2ccccc2)cc(C(F)(F)F)c1. Reaction SMILES: [C:40](=[O:41])([O-:42])[OH:43].[CH3:46][S:47](=[O:48])[CH3:49].[Cl:5][CH2:6][C:7]#[C:8][CH2:9][N:10]1[CH:11]([c:34]2[cH:35][cH:36][cH:37][cH:38][cH:39]2)[CH:12]([O:16][CH2:17][c:18]2[cH:19][c:20](-[n:28]3[n:29][n:30][n:31][c:32]3[CH3:33])[cH:21][c:22]([C:24]([F:25])([F:26])[F:27])[cH:23]2)[CH2:13][CH2:14][CH2:15]1.[N-:2]=[N+:3]=[N-:4].[Na+:1].[Na+:44].[OH2:45]>>[N:2](=[N+:3]=[N-:4])[CH2:6][C:7]#[C:8][CH2:9][N:10]1[CH:11]([c:34]2[cH:35][cH:36][cH:37][cH:38][cH:39]2)[CH:12]([O:16][CH2:17][c:18]2[cH:19][c:20](-[n:28]3[n:29][n:30][n:31][c:32]3[CH3:33])[cH:21][c:22]([C:24]([F:25])([F:26])[F:27])[cH:23]2)[CH2:13][CH2:14][CH2:15]1. Reactants: O=C([O-])O, Cc1cccc(C=O)c1OCc1ccccc1, ClCCl, O=C(OO)c1cccc(Cl)c1, Cl, [Na+], [Na+], [OH-]. Yields the product Cc1cccc(O)c1OCc1ccccc1. As a reaction SMILES: [C:29](=[O:30])([OH:31])[O-:32].[CH2:1]([c:2]1[cH:3][cH:4][cH:5][cH:6][cH:7]1)[O:8][c:9]1[c:10]([CH:11]=[O:12])[cH:13][cH:14][cH:15][c:16]1[CH3:17].[CH2:37]([Cl:38])[Cl:39].[Cl:18][c:19]1[cH:20][cH:21][cH:22][c:23]([C:24]([O:25][OH:27])=[O:26])[cH:28]1.[ClH:36].[Na+:33].[Na+:35].[OH-:34]>>[CH2:1]([c:2]1[cH:3][cH:4][cH:5][cH:6][cH:7]1)[O:8][c:9]1[c:10]([OH:26])[cH:13][cH:14][cH:15][c:16]1[CH3:17]. Reactants: COC=1C=C(C=C(C1OC)OC)C1=NC2=CC=CC=C2C(=N1)C(=O)O (2-(3,4,5-trimethoxyphenyl)quinazoline-4-carboxylic acid), Cl.OC1=C2CCNCC2=CC=C1 (5-hydroxy-1,2,3,4-tetrahydroisoquinoline hydrochloride). Product: COC=1C=C(C=C(C1OC)OC)C1=NC2=CC=CC=C2C(=N1)C(=O)N1CC2=CC=CC(=C2CC1)O (2-[[2-(3,4,5-trimethoxyphenyl)quinazolin-4-yl]carbonyl]-5-hydroxy-1,2,3,4-tetrahydroisoquinoline). Isolated yield 18.8%. As a reaction SMILES: [CH3:1][O:2][C:3]1[CH:4]=[C:5]([C:13]2[N:22]=[C:21]([C:23]([OH:25])=O)[C:20]3[C:15](=[CH:16][CH:17]=[CH:18][CH:19]=3)[N:14]=2)[CH:6]=[C:7]([O:11][CH3:12])[C:8]=1[O:9][CH3:10].Cl.[OH:27][C:28]1[CH:37]=[CH:36][CH:35]=[C:34]2[C:29]=1[CH2:30][CH2:31][NH:32][CH2:33]2>>[CH3:12][O:11][C:7]1[CH:6]=[C:5]([C:13]2[N:22]=[C:21]([C:23]([N:32]3[CH2:31][CH2:30][C:29]4[C:34](=[CH:35][CH:36]=[CH:37][C:28]=4[OH:27])[CH2:33]3)=[O:25])[C:20]3[C:15](=[CH:16][CH:17]=[CH:18][CH:19]=3)[N:14]=2)[CH:4]=[C:3]([O:2][CH3:1])[C:8]=1[O:9][CH3:10] |f:1.2|. Procedure details: Reaction of 2-(3,4,5-trimethoxyphenyl)quinazoline-4-carboxylic acid with 5-hydroxy-1,2,3,4-tetrahydroisoquinoline hydrochloride gave compound 93 (18.8% yield). 1H NMR (300 MHz, DMSO-d6) δ 2.74 and 2.87 (2t, 2H), 3.54 and 4.05 (2t, 2H), 3.76-3.78 (2s, 3H), 3.86 and 3.92 (2s, 6H), 4.46 and 4.96 (2s, 2H), 6.30-7.08 (m, 3H), 7.64-8.17 (m, 6H), 9.50 and 9.53 (2s, 1H); MS (ESI) m/z 472 ([M+H]+).